This data is from the Open Reaction Database (ORD), a public repository of structured organic reaction records. The task is: describe an organic reaction: reactants, conditions, products, and yield Reactants: ICC1CC2=CC=CC=C2C1 (2-Iodomethylindane), 131, 91, N1=CC=C(C=C1)C=1NC2=CC=CC=C2C1 (2-(Pyridin-4-yl)-1H-indole), 160, 44. Product: C1C(CC2=CC=CC=C12)CN1CCC(=CC1)C=1NC2=CC=CC=C2C1 (2-[1-(Indan-2-yl)methyl-1,2,3,6-tetrahydropyridin-4-yl]-1H-indole). RXN SMILES: I[CH2:2][CH:3]1[CH2:11][C:10]2[C:5](=[CH:6][CH:7]=[CH:8][CH:9]=2)[CH2:4]1.[N:12]1[CH:17]=[CH:16][C:15]([C:18]2[NH:19][C:20]3[C:25]([CH:26]=2)=[CH:24][CH:23]=[CH:22][CH:21]=3)=[CH:14][CH:13]=1>>[CH2:4]1[C:5]2[C:10](=[CH:9][CH:8]=[CH:7][CH:6]=2)[CH2:11][CH:3]1[CH2:2][N:12]1[CH2:13][CH:14]=[C:15]([C:18]2[NH:19][C:20]3[C:25]([CH:26]=2)=[CH:24][CH:23]=[CH:22][CH:21]=3)[CH2:16][CH2:17]1. Procedure: From 22c and 27a. 1H NMR (CDCl3) d 2.50-2.55 (m, 2H), 2.65 (broad s, 2H), 2.70-2.85 (m, 5H), 3.00-3.15 (m, 2H), 3.25 (d, 2H), 6.05 (broad s, 1H), 6.45 (s, 1H), 7.05 (t, 1H), 7.10-7.25 (m, 5H), 7.30 (d, 1H), 7.55 (d, 1H), 8.10 (broad s, 1H). MS m/z (%): 329 (MH+, 5%), 160 (4%), 131 (4%), 91 (6%), 44 (100%). Reactants: CS(=O)(=O)O, CO, CC(C)O, O=C1NC(=O)C(c2cnc3ccccn23)=C1C1=NCCN2c3c(cc(F)cc31)CC2C(=O)N1CCCCC1. Yields the product CS(=O)(=O)O, O=C1NC(=O)C(c2cnc3ccccn23)=C1C1=NCCN2c3c(cc(F)cc31)CC2C(=O)N1CCCCC1. RXN SMILES: [CH3:39][S:40]([OH:41])(=[O:42])=[O:43].[CH3:48][OH:49].[CH:44]([OH:45])([CH3:46])[CH3:47].[n:1]1[cH:2][c:3]([C:10]2=[C:11]([C:17]3=[N:18][CH2:19][CH2:20][N:21]4[c:22]5[c:23]3[cH:24][c:25]([F:38])[cH:26][c:27]5[CH2:28][CH:29]4[C:30](=[O:31])[N:32]3[CH2:33][CH2:34][CH2:35][CH2:36][CH2:37]3)[C:12](=[O:16])[NH:13][C:14]2=[O:15])[n:4]2[c:5]1[cH:6][cH:7][cH:8][cH:9]2>>[CH3:39][S:40](=[O:41])(=[O:42])[OH:43].[n:1]1[cH:2][c:3]([C:10]2=[C:11]([C:17]3=[N:18][CH2:19][CH2:20][N:21]4[c:22]5[c:23]3[cH:24][c:25]([F:38])[cH:26][c:27]5[CH2:28][CH:29]4[C:30](=[O:31])[N:32]3[CH2:33][CH2:34][CH2:35][CH2:36][CH2:37]3)[C:12](=[O:16])[NH:13][C:14]2=[O:15])[n:4]2[c:5]1[cH:6][cH:7][cH:8][cH:9]2. Reaction SMILES: [Br:9][c:10]1[cH:11][c:12]([CH:13]=[O:14])[c:15]([F:18])[cH:16][cH:17]1.[CH3:26][O:27][CH2:28][CH2:29][O:30][CH3:31].[Na+:19].[Na+:20].[O-:21][C:22](=[O:23])[O-:24].[OH2:25].[cH:32]1[cH:33][cH:34][c:35]([P:36]([Pd:37]([P:38]([c:39]2[cH:40][cH:41][cH:42][cH:43][cH:44]2)([c:45]2[cH:46][cH:47][cH:48][cH:49][cH:50]2)[c:51]2[cH:52][cH:53][cH:54][cH:55][cH:56]2)([P:57]([c:58]2[cH:59][cH:60][cH:61][cH:62][cH:63]2)([c:64]2[cH:65][cH:66][cH:67][cH:68][cH:69]2)[c:70]2[cH:71][cH:72][cH:73][cH:74][cH:75]2)[P:76]([c:77]2[cH:78][cH:79][cH:80][cH:81][cH:82]2)([c:83]2[cH:84][cH:85][cH:86][cH:87][cH:88]2)[c:89]2[cH:90][cH:91][cH:92][cH:93][cH:94]2)([c:95]2[cH:96][cH:97][cH:98][cH:99][cH:100]2)[c:101]2[cH:102][cH:103][cH:104][cH:105][cH:106]2)[cH:107][cH:108]1.[s:1]1[cH:2][c:3]([B:6]([OH:7])[OH:8])[cH:4][cH:5]1>>[s:1]1[cH:2][c:3](-[c:10]2[cH:11][c:12]([CH:13]=[O:14])[c:15]([F:18])[cH:16][cH:17]2)[cH:4][cH:5]1. Yields the product O=Cc1cc(-c2ccsc2)ccc1F. Reactants: O=Cc1cc(Br)ccc1F, COCCOC, [Na+], [Na+], O=C([O-])[O-], O, c1ccc(P(c2ccccc2)(c2ccccc2)[Pd](P(c2ccccc2)(c2ccccc2)c2ccccc2)(P(c2ccccc2)(c2ccccc2)c2ccccc2)P(c2ccccc2)(c2ccccc2)c2ccccc2)cc1, OB(O)c1ccsc1. Reactants: N#Cc1ccccc1C(F)(F)C(F)(F)c1ccccc1, NCCN, O, S=C=S. Yields the product FC(F)(c1ccccc1)C(F)(F)c1ccccc1C1=NCCN1. RXN SMILES: [F:1][C:2]([C:3]([c:4]1[cH:5][cH:6][cH:7][cH:8][cH:9]1)([F:10])[F:11])([F:12])[c:13]1[c:14]([C:15]#[N:16])[cH:17][cH:18][cH:19][cH:20]1.[NH2:21][CH2:22][CH2:23][NH2:24].[OH2:28].[S:25]=[C:26]=[S:27]>>[F:1][C:2]([C:3]([c:4]1[cH:5][cH:6][cH:7][cH:8][cH:9]1)([F:10])[F:11])([F:12])[c:13]1[c:14]([C:15]2=[N:16][CH2:23][CH2:22][NH:21]2)[cH:17][cH:18][cH:19][cH:20]1.